From a dataset of the Open Reaction Database (ORD), a public repository of structured organic reaction records. describe an organic reaction: reactants, conditions, products, and yield Starting materials: CCN(CC)CCOc1ccc(N)cc1, CN1CCCC1=O, CCOCC, CN1C(=O)N(c2cc(NC(=O)c3ccc(-c4ccccc4)cc3)ccc2Cl)Cc2cnc(S(C)(=O)=O)nc21, Cl. The product is CCN(CC)CCOc1ccc(Nc2ncc3c(n2)N(C)C(=O)N(c2cc(NC(=O)c4ccc(-c5ccccc5)cc4)ccc2Cl)C3)cc1. Reaction SMILES: [CH2:1]([CH3:2])[N:3]([CH2:4][CH2:5][O:6][c:7]1[cH:8][cH:9][c:10]([NH2:13])[cH:11][cH:12]1)[CH2:14][CH3:15].[CH3:55][N:56]1[CH2:57][CH2:58][CH2:59][C:60]1=[O:61].[CH3:62][CH2:63][O:64][CH2:65][CH3:66].[Cl:17][c:18]1[c:19]([N:39]2[C:40](=[O:54])[N:41]([CH3:53])[c:42]3[n:43][c:44]([S:49]([CH3:50])(=[O:51])=[O:52])[n:45][cH:46][c:47]3[CH2:48]2)[cH:20][c:21]([NH:24][C:25](=[O:26])[c:27]2[cH:28][cH:29][c:30](-[c:33]3[cH:34][cH:35][cH:36][cH:37][cH:38]3)[cH:31][cH:32]2)[cH:22][cH:23]1.[ClH:16]>>[CH2:1]([CH3:2])[N:3]([CH2:4][CH2:5][O:6][c:7]1[cH:8][cH:9][c:10]([NH:13][c:44]2[n:43][c:42]3[c:47]([cH:46][n:45]2)[CH2:48][N:39]([c:19]2[c:18]([Cl:17])[cH:23][cH:22][c:21]([NH:24][C:25](=[O:26])[c:27]4[cH:28][cH:29][c:30](-[c:33]5[cH:34][cH:35][cH:36][cH:37][cH:38]5)[cH:31][cH:32]4)[cH:20]2)[C:40](=[O:54])[N:41]3[CH3:53])[cH:11][cH:12]1)[CH2:14][CH3:15]. Starting materials: NC1=CC=C(C=C1)CC#N (2-(4-aminophenyl)acetonitrile), [S-]C#N.[K+] (potassium thiocyanate), BrBr (bromine). Solvent: CC(=O)O (AcOH), CC(=O)O (AcOH). Product: NC=1SC2=C(N1)C=CC(=C2)CC#N (2-(2-Aminobenzo[d]thiazol-6-yl)acetonitrile). Yield: 86.0%. As a reaction SMILES: [NH2:1][C:2]1[CH:7]=[CH:6][C:5]([CH2:8][C:9]#[N:10])=[CH:4][CH:3]=1.[S-:11][C:12]#[N:13].[K+].BrBr>CC(O)=O>[NH2:13][C:12]1[S:11][C:3]2[CH:4]=[C:5]([CH2:8][C:9]#[N:10])[CH:6]=[CH:7][C:2]=2[N:1]=1 |f:1.2|. Procedure: To a solution of 2-(4-aminophenyl)acetonitrile (6.00 g, 45.4 mmol) in AcOH (70 mL) was added potassium thiocyanate (17.6 g, 181 mmol) at rt in one portion. The mixture was stirred at rt until it became a clear solution. To this solution was then added a solution of bromine (2.3 mL, 44.9 mmol) in AcOH (30 mL) at rt over 1 hr. The resulting mixture was stirred at rt for 4 hr. The precipitate that formed during the reaction was collected by suction filtration, and then suspended into water (100 mL)... Solvent: C(C)N(CC)CC (triethylamine), C(C)N(CC)CC (triethylamine). Reaction SMILES: [C:1]([NH2:4])#[C:2][CH3:3].[C:5](Cl)(=[O:14])[CH2:6][CH2:7][CH2:8][CH2:9][CH2:10][CH2:11][CH2:12][CH3:13]>C(N(CC)CC)C>[C:1]([NH:4][C:5](=[O:14])[CH2:6][CH2:7][CH2:8][CH2:9][CH2:10][CH2:11][CH2:12][CH3:13])#[C:2][CH3:3]. Starting materials: C(CCCCCCCC)(=O)Cl (nonanoyl chloride), C(#CC)N (Propynylamine). Procedure details: Propynylamine (10.4 ml, 151.2 mmol) was mixed with 150 ml of triethylamine in a round bottom flask immersed in a cold water bath, and vigorously stirred while nonanoyl chloride (27.0 ml, 149.75 retool) was added in portions from a dropping funnel over a 30 minute period. Additional triethylamine (100 ml) was added to facilitate stirring. At the end of the addition, the water bath was removed and the reaction was stirred for 30 minutes, then filtered. The filtrate was stripped down to a yellow so... Yields the product C(#CC)NC(CCCCCCCC)=O (N-Propynylnonanamide). Isolated yield 62.0%. The reactants are C(C1=CC=CC=C1)C=1N=CC2=CC=CC=C2C1 (3-benzylisoquinoline), hexahydrate, O (water), [BH4-].[Na+] (sodium borohydride). The reagents and catalysts are [Ni](Cl)Cl (nickel dichloride). Run in CO (methanol). Conditions: time 30 minute. Yields the product C(C1=CC=CC=C1)C1NCC2=CC=CC=C2C1 (3-benzyl-1,2,3,4-tetrahydroisoquinoline). The yield is 82.2%. RXN SMILES: [CH2:1]([C:8]1[N:9]=[CH:10][C:11]2[C:16]([CH:17]=1)=[CH:15][CH:14]=[CH:13][CH:12]=2)[C:2]1[CH:7]=[CH:6][CH:5]=[CH:4][CH:3]=1.[BH4-].[Na+].O>CO.[Ni](Cl)Cl>[CH2:1]([CH:8]1[CH2:17][C:16]2[C:11](=[CH:12][CH:13]=[CH:14][CH:15]=2)[CH2:10][NH:9]1)[C:2]1[CH:3]=[CH:4][CH:5]=[CH:6][CH:7]=1 |f:1.2|. Procedure details: 2.21 g of 3-benzylisoquinoline and 2.88 g of nickel dichloride.hexahydrate were dissolved in 50 mL of methanol at room temperature, and 4.58 g of sodium borohydride was added thereto over 30 minutes, followed by further stirring at room temperature for 4 hours. After completion of the reaction, water was added to the reaction liquid, followed by extraction with chloroform. The organic layer was washed with saturated brine, dried over anhydrous sodium sulfate, and then concentrated under reduced ... Reactants: N1CCC(CC1)C(=O)OCC (ethyl 4-piperidinecarboxylate), [BH-](OC(=O)C)(OC(=O)C)OC(=O)C.[Na+] (NaBH(OAc)3), NC=1C=NC=CC1C=O (3-Amino-pyridine-4-carbaldehyde). The solvent is C(Cl)Cl (DCM), C(Cl)Cl (DCM). Reaction conditions: temperature 60 celsius. Yields the product NC=1C=NC=CC1CN1CCC(CC1)C(=O)OCC (Ethyl 1-[(3-aminopyridin-4-yl)methyl]piperidine-4-carboxylate). Isolated yield 104.9%. As a reaction SMILES: [NH2:1][C:2]1[CH:3]=[N:4][CH:5]=[CH:6][C:7]=1[CH:8]=O.[NH:10]1[CH2:15][CH2:14][CH:13]([C:16]([O:18][CH2:19][CH3:20])=[O:17])[CH2:12][CH2:11]1.[BH-](OC(C)=O)(OC(C)=O)OC(C)=O.[Na+]>C(Cl)Cl>[NH2:1][C:2]1[CH:3]=[N:4][CH:5]=[CH:6][C:7]=1[CH2:8][N:10]1[CH2:15][CH2:14][CH:13]([C:16]([O:18][CH2:19][CH3:20])=[O:17])[CH2:12][CH2:11]1 |f:2.3|. Reported procedure: 3-Amino-pyridine-4-carbaldehyde (5.00 g, 40.9 mmol) was dissolved in DCM (60 mL), ethyl 4-piperidinecarboxylate (7.57 mL, 49.1 mmol) and NaBH(OAc)3 (10.4 g, 49.1 mmol) were added and the reaction mixture was heated in a microwave reactor at 60° C. for 5 min. The reaction mixture was diluted with DCM (100 mL) and quenched with sat aq Na2CO3 (50 mL). The organic fraction was washed with sat aq NH4Cl (30 mL). The combined aq fractions were extracted with DCM (2×50 mL) and the combined organic fract... The reactants are C([O-])([O-])=O.[K+].[K+] (potassium carbonate), ClC=1C=C(C=CC1Cl)N1C(N[C@@](C1=O)(C1=CC=CC=C1)CO)=O ((S)-1-(3,4-Dichlorophenyl)-4-hydroxymethyl-4-phenylimidazolidine-2,5-dione), COS(=O)(=O)OC (dimethylsulfate). Solvent: O (water), C(C)(=O)OCC (ethyl acetate), CN(C=O)C (dimethylformamide). Run at time 8 hour. Yields the product ClC=1C=C(C=CC1Cl)N1C(N([C@@](C1=O)(C1=CC=CC=C1)CO)C)=O ((S)-1-(3,4-Dichlorophenyl)-4-hydroxymethyl-3-methyl-4-phenylimidazolidine-2,5-dione). Reaction SMILES: [Cl:1][C:2]1[CH:3]=[C:4]([N:9]2[C:13](=[O:14])[C@@:12]([CH2:21][OH:22])([C:15]3[CH:20]=[CH:19][CH:18]=[CH:17][CH:16]=3)[NH:11][C:10]2=[O:23])[CH:5]=[CH:6][C:7]=1[Cl:8].[C:24](=O)([O-])[O-].[K+].[K+].COS(OC)(=O)=O>CN(C)C=O.O.C(OCC)(=O)C>[Cl:1][C:2]1[CH:3]=[C:4]([N:9]2[C:13](=[O:14])[C@@:12]([CH2:21][OH:22])([C:15]3[CH:20]=[CH:19][CH:18]=[CH:17][CH:16]=3)[N:11]([CH3:24])[C:10]2=[O:23])[CH:5]=[CH:6][C:7]=1[Cl:8] |f:1.2.3|. Procedure details: 150 mg of (S)-1-(3,4-Dichlorophenyl)-4-hydroxymethyl-4-phenylimidazolidine-2,5-dione are dissolved in 5 mL of dimethylformamide then 165 mg of potassium carbonate are added followed by 137 μL of dimethylsulfate. The mixture is stirred overnight at room temperature then it is taken in a mixture of water and ethyl acetate. The aqueous phase is extracted with ethyl acetate. The extracts are washed with brine, dried over magnesium sulfate and evaporated to dryness. The residue is purified over silic... Starting materials: [BH4-], CC(C)(C)OC(=O)Nc1cccnc1C=O, CO, [Na+], [Na+], O=C([O-])O. Yields the product CC(C)(C)OC(=O)Nc1cccnc1CO. As a reaction SMILES: [BH4-:17].[C:1]([CH3:2])([CH3:3])([CH3:4])[O:5][C:6]([NH:7][c:8]1[c:9]([CH:14]=[O:15])[n:10][cH:11][cH:12][cH:13]1)=[O:16].[CH3:24][OH:25].[Na+:18].[Na+:23].[O-:19][C:20]([OH:21])=[O:22]>>[C:1]([CH3:2])([CH3:3])([CH3:4])[O:5][C:6]([NH:7][c:8]1[c:9]([CH2:14][OH:15])[n:10][cH:11][cH:12][cH:13]1)=[O:16]. Starting materials: C(C1=CC=CC=C1)(=O)NC(=CC=1N=C(N(C1)C(C1=CC=CC=C1)(C1=CC=CC=C1)C1=CC=CC=C1)F)C(=O)OC (4-(2-Benzoylamino-2-methoxycarbonylvinyl)-2-fluoro-1-triphenylmethylimidazole), [Na] (sodium). The reagents and catalysts are [Pt]=O (platinum oxide). The solvent is CCOC(=O)C (EtOAc). Conditions: time 3 day. Product: C(C1=CC=CC=C1)(=O)NC(CC=1N=C(N(C1)C(C1=CC=CC=C1)(C1=CC=CC=C1)C1=CC=CC=C1)F)C(=O)OC (4-(2-benzoylamino-2-methoxycarbonylethyl)-2-fluoro-1-triphenylmethylimidazole). As a reaction SMILES: [C:1]([NH:9][C:10]([C:37]([O:39][CH3:40])=[O:38])=[CH:11][C:12]1[N:13]=[C:14]([F:36])[N:15]([C:17]([C:30]2[CH:35]=[CH:34][CH:33]=[CH:32][CH:31]=2)([C:24]2[CH:29]=[CH:28][CH:27]=[CH:26][CH:25]=2)[C:18]2[CH:23]=[CH:22][CH:21]=[CH:20][CH:19]=2)[CH:16]=1)(=[O:8])[C:2]1[CH:7]=[CH:6][CH:5]=[CH:4][CH:3]=1.[Na]>CCOC(C)=O.[Pt]=O>[C:1]([NH:9][CH:10]([C:37]([O:39][CH3:40])=[O:38])[CH2:11][C:12]1[N:13]=[C:14]([F:36])[N:15]([C:17]([C:24]2[CH:25]=[CH:26][CH:27]=[CH:28][CH:29]=2)([C:30]2[CH:31]=[CH:32][CH:33]=[CH:34][CH:35]=2)[C:18]2[CH:23]=[CH:22][CH:21]=[CH:20][CH:19]=2)[CH:16]=1)(=[O:8])[C:2]1[CH:7]=[CH:6][CH:5]=[CH:4][CH:3]=1 |^1:40|. Procedure details: 4-(2-Benzoylamino-2-methoxycarbonylvinyl)-2-fluoro-1-triphenylmethylimidazole was hydrogenated in EtOAc using a prehydrogenated sodium--containing platinum oxide catalyst (Adams' catalyst), for 3 days. Removal of catalyst and evaporation gave 4-(2-benzoylamino-2-methoxycarbonylethyl)-2-fluoro-1-triphenylmethylimidazole, having the following n.m.r. in CDCl3 : 3.0 (d, 2H); 3.65 (s, 3H); 4.92 and 5.0 (d of t, 1H); 6.3 (s, 1H); 7.0-7.5 (m, 19H); 7.65-8.0 (m, 2H). Starting materials: diene, C(CCCC=C)(=O)O (hex-5-enoic acid), C(CCCCCCCCC=C)N (undec-10-en-1-amine). RXN SMILES: [C:1]([OH:8])(=O)[CH2:2][CH2:3][CH2:4][CH:5]=[CH2:6].[CH2:9]([NH2:20])[CH2:10][CH2:11][CH2:12][CH2:13][CH2:14][CH2:15][CH2:16][CH2:17][CH:18]=[CH2:19]>>[CH2:9]([NH:20][C:1](=[O:8])[CH2:2][CH2:3][CH2:4][CH:5]=[CH2:6])[CH2:10][CH2:11][CH2:12][CH2:13][CH2:14][CH2:15][CH2:16][CH2:17][CH:18]=[CH2:19]. Procedure details: Following the aforementioned procedure, diene was prepared from hex-5-enoic acid and undec-10-en-1-amine. The resulting yellow solid was purified by silica gel chromatography (5:1 hexanes: ethyl acetate) to afford the desired product as a white solid. IR (neat): 3291 (br, s), 3078 (m), 2924 (s), 2853 (s), 1640 (s), 1550 (s), 1438 (s), 1369 (m), 1257 (m), 991 (s), 908 (s), 722 (m), 634 (m); 1H NMR (400 MHz, CDCl3): δ 5.86-5.73 (2H, m), 5.39 (1H, s, br), 5.05-4.91 (4H, m), 3.23 (2H, dt, J=13.2, 7.... Product: C(CCCCCCCCC=C)NC(CCCC=C)=O (N-(Undec-10-en-1-yl)hex-5-enamide). The reactants are OC1=C(C=C(C=O)C=C1)OC (4-hydroxy-3-methoxybenzaldehyde), OC=1C=C(C=O)C=CC1OC (3-hydroxy-4-methoxybenzaldehyde), C(C)OC=1C=C(C=O)C=CC1O (3-ethoxy-4-hydroxybenzaldehyde), C(=O)C1=C(C(=CC(=C1)C=O)OC)O (2,4-diformyl-6-methoxyphenol), OC1=C(C=O)C=C(C=C1)O (2,5-dihydroxybenzaldehyde), 3,4-dimethoxybenzaldehyde heliotropin, O=CC1=CC(OCC)=C(O)C=C1.C1OC=2C=C(C=O)C=CC2O1 (3,4-methylenedioxybenzaldehyde bourbonal), OC1=C(C=O)C=CC=C1OC (2-hydroxy-3-methoxybenzaldehyde). Yields the product OC=1C=C(C=O)C=CC1O (3,4-dihydroxybenzaldehyde). As a reaction SMILES: [OH:1][C:2]1[CH:9]=[CH:8][C:5]([CH:6]=[O:7])=[CH:4][C:3]=1[O:10]C.O=CC1C=CC(O)=C(OCC)C=1.C1OC2C=CC(C=O)=CC=2O1.C(OC1C=C(C=CC=1O)C=O)C.OC1C=C(C=CC=1OC)C=O.OC1C(OC)=CC=CC=1C=O.OC1C=CC(O)=CC=1C=O.C(C1C=C(C=O)C=C(OC)C=1O)=O>>[OH:10][C:3]1[CH:4]=[C:5]([CH:8]=[CH:9][C:2]=1[OH:1])[CH:6]=[O:7] |f:1.2|. Procedure details: 4-hydroxy-3-methoxybenzaldehyde; 3,4-dimethoxybenzaldehyde heliotropin; 3,4-methylenedioxybenzaldehyde bourbonal; 3-ethoxy-4-hydroxybenzaldehyde; 3-hydroxy-4-methoxybenzaldehyde; 2-hydroxy-3-methoxybenzaldehyde; 2,5-dihydroxybenzaldehyde; and 2,4-diformyl-6-methoxyphenol.